Dataset: the Open Reaction Database (ORD), a public repository of structured organic reaction records. Task: describe an organic reaction: reactants, conditions, products, and yield Starting materials: FC(C1=NN(C=2CCCCC12)C1=CC=C(C(=O)O)C=C1)(F)F (4-[3-(trifluoromethyl)-4,5,6,7-tetrahydro-1H-indazol-1-yl]benzoic acid), solution, C(C)N (ethylamine), C(=O)(N1C=NC=C1)N1C=NC=C1 (1,1′-carbonyldiimidazole). Solvent: ClCCl (dichloromethane), O1CCCC1 (tetrahydrofuran). Conditions: time 30 minute. The product is C(C)NC(C1=CC=C(C=C1)N1N=C(C=2CCCCC12)C(F)(F)F)=O (N-ethyl-4-[3-(trifluoromethyl)-4,5,6,7-tetrahydro-1H-indazol-1-yl]benzamide). Isolated yield 74.1%. As a reaction SMILES: [F:1][C:2]([F:22])([F:21])[C:3]1[C:11]2[CH2:10][CH2:9][CH2:8][CH2:7][C:6]=2[N:5]([C:12]2[CH:20]=[CH:19][C:15]([C:16](O)=[O:17])=[CH:14][CH:13]=2)[N:4]=1.C(N1C=CN=C1)([N:25]1[CH:29]=[CH:28]N=C1)=O.C(N)C>ClCCl.O1CCCC1>[CH2:29]([NH:25][C:16](=[O:17])[C:15]1[CH:19]=[CH:20][C:12]([N:5]2[C:6]3[CH2:7][CH2:8][CH2:9][CH2:10][C:11]=3[C:3]([C:2]([F:1])([F:22])[F:21])=[N:4]2)=[CH:13][CH:14]=1)[CH3:28]. Reported procedure: A suspension of 4-[3-(trifluoromethyl)-4,5,6,7-tetrahydro-1H-indazol-1-yl]benzoic acid (310 mg, 1.0 mmol) in dichloromethane (5 ml) was treated with 1,1′-carbonyldiimidazole (162 mg, 1.0 mmol) at room temperature under argon. This mix was stirred for 30 minutes and then treated with a 2M solution of ethylamine in tetrahydrofuran (0.5 ml). The whole mix was stirred at room temperature for 2 hours. The reaction mixture was washed with saturated aqueous sodium bicarbonate. The organic layer was sep... The reactants are CN1CCNCC1=O, ClCCl, COC(=O)c1cnc(Cl)nc1. Yields the product COC(=O)c1cnc(N2CCN(C)C(=O)C2)nc1. Reaction SMILES: [CH3:1][N:2]1[C:3](=[O:8])[CH2:4][NH:5][CH2:6][CH2:7]1.[Cl:20][CH2:21][Cl:22].[Cl:9][c:10]1[n:11][cH:12][c:13]([C:16](=[O:17])[O:18][CH3:19])[cH:14][n:15]1>>[CH3:1][N:2]1[C:3](=[O:8])[CH2:4][N:5]([c:10]2[n:11][cH:12][c:13]([C:16](=[O:17])[O:18][CH3:19])[cH:14][n:15]2)[CH2:6][CH2:7]1.